From a dataset of the Open Reaction Database (ORD), a public repository of structured organic reaction records. describe an organic reaction: reactants, conditions, products, and yield The reactants are C(CCCCC)[C@@H]1C(OC(C1)C)=O ((3 S)-3-hexyl-5-methyldihydrofuran-2(3H)-one), [OH-].[Na+] (sodium hydroxide). Run in C(C)O (ethanol). Run at temperature 75 celsius, time 3 hour. Yields the product OC(C[C@@H](C(=O)[O-])CCCCCC)C.[Na+] (Sodium (2S)-2-(2-hydroxypropyl)octanoate). Reaction SMILES: [CH2:1]([C@H:7]1[CH2:11][CH:10]([CH3:12])[O:9][C:8]1=[O:13])[CH2:2][CH2:3][CH2:4][CH2:5][CH3:6].[OH-:14].[Na+:15]>C(O)C>[OH:9][CH:10]([CH3:12])[CH2:11][C@H:7]([CH2:1][CH2:2][CH2:3][CH2:4][CH2:5][CH3:6])[C:8]([O-:13])=[O:14].[Na+:15] |f:1.2,4.5|. Procedure: To an ethanol solution of the compound prepared in Example 1(6) was added an equivalent of an aqueous solution of sodium hydroxide, and the mixture was stirred at 75° C. for 3 hours. The reaction mixture was concentrated to give the compound of the present invention having the following physical data. Starting materials: C1(=CC=C(C=C1)CN1C2(COC2)CC(=C(C1=O)C(=O)NCC(=O)OC(C)(C)C)O)C1=CC=CC=C1 (tert-butyl N-{[5-(biphenyl-4-ylmethyl)-8-hydroxy-6-oxo-2-oxa-5-azaspiro[3.5]non-7-en-7-yl]carbonyl}glycinate), FC(C(=O)O)(F)F (trifluoroacetic acid). Solvent: C(Cl)(Cl)Cl (chloroform). Run at time 12 hour. Product: C1(=CC=C(C=C1)CN1C2(COC2)CC(=C(C1=O)C(=O)NCC(=O)O)O)C1=CC=CC=C1 (N-{[5-(Biphenyl-4-ylmethyl)-8-hydroxy-6-oxo-2-oxa-5-azaspiro[3.5]non-7-en-7-yl]carbonyl}glycine). The yield is 95.0%. RXN SMILES: [C:1]1([C:30]2[CH:35]=[CH:34][CH:33]=[CH:32][CH:31]=2)[CH:6]=[CH:5][C:4]([CH2:7][N:8]2[C:16](=[O:17])[C:15]([C:18]([NH:20][CH2:21][C:22]([O:24]C(C)(C)C)=[O:23])=[O:19])=[C:14]([OH:29])[CH2:13][C:9]32[CH2:12][O:11][CH2:10]3)=[CH:3][CH:2]=1.FC(F)(F)C(O)=O>C(Cl)(Cl)Cl>[C:1]1([C:30]2[CH:31]=[CH:32][CH:33]=[CH:34][CH:35]=2)[CH:2]=[CH:3][C:4]([CH2:7][N:8]2[C:16](=[O:17])[C:15]([C:18]([NH:20][CH2:21][C:22]([OH:24])=[O:23])=[O:19])=[C:14]([OH:29])[CH2:13][C:9]32[CH2:10][O:11][CH2:12]3)=[CH:5][CH:6]=1. Reported procedure: To a solution in chloroform (20.0 mL) of the compound (2.60 g) obtained in step (1) above, trifluoroacetic acid (8.00 mL) was added and the mixture was stirred at room temperature for 12 hours. After concentrating under reduced pressure, ethyl acetate was added to the residue. With continued stirring, n-hexane was added and the precipitate was recovered by filtration to give the titled compound as a pale brown solid (2.18 g). Reaction SMILES: [CH2:32]1[O:33][CH2:34][CH2:35][CH2:36]1.[CH3:11][N:12]([CH3:13])[CH2:14][CH2:15][N:16]([CH3:17])[CH3:18].[CH:19]([Li:20])([CH2:21][CH3:22])[CH3:23].[Cl:24][C:25]([C:26]([Cl:27])([Cl:28])[Cl:29])([Cl:30])[Cl:31].[OH:1][C:2](=[O:3])[c:4]1[cH:5][cH:6][cH:7][c:8]([F:9])[cH:10]1>>[OH:1][C:2](=[O:3])[c:4]1[cH:5][cH:6][cH:7][c:8]([F:9])[c:10]1[Cl:24]. Product: O=C(O)c1cccc(F)c1Cl. The reactants are C1CCOC1, CN(C)CCN(C)C, [Li]C(C)CC, ClC(Cl)(Cl)C(Cl)(Cl)Cl, O=C(O)c1cccc(F)c1. Reactants: FC(C(=O)OC(C(F)(F)F)=O)(F)F (trifluoroacetic anhydride), O (water), C(C1=CC=CC=C1)OC1=CC=C(C=C1)[C@H](CN[C@@H]1CC2=CC(=CC=C2CC1)O)O ((1R)-1-(4-benzyloxyphenyl)-2-[((2S)-7-hydroxy-1,2,3,4-tetrahydronaphthalen-2-yl)amino]-ethanol), C(C)(C)N(C(C)C)CC (N,N-diisopropylethylamine). Solvent: CO (methanol), ClCCl (dichloromethane), [Cl-].[Na+].O (Brine). Conditions: time 2 hour. The product is C(C1=CC=CC=C1)OC1=CC=C(C=C1)[C@H](CN[C@@H]1CC2=CC(=CC=C2CC1)OCC(=O)N(C)C)O (2-[(2S)-2-[[(2R)-2-(4-benzyloxyphenyl)-2-hydroxy-ethyl]amino]-1,2,3,4-tetrahydronaphthalen-7-yloxy]-N,N-dimethylacetamide). Reaction SMILES: [CH2:1]([O:8][C:9]1[CH:14]=[CH:13][C:12]([C@@H:15]([OH:29])[CH2:16][NH:17][C@H:18]2[CH2:27][CH2:26][C:25]3[C:20](=[CH:21][C:22]([OH:28])=[CH:23][CH:24]=3)[CH2:19]2)=[CH:11][CH:10]=1)[C:2]1[CH:7]=[CH:6][CH:5]=[CH:4][CH:3]=1.[CH:30]([N:33]([CH2:37]C)[CH:34](C)C)(C)[CH3:31].FC(F)(F)C(OC(=O)C(F)(F)F)=[O:42].O>ClCCl.[Cl-].[Na+].O.CO>[CH2:1]([O:8][C:9]1[CH:10]=[CH:11][C:12]([C@@H:15]([OH:29])[CH2:16][NH:17][C@H:18]2[CH2:27][CH2:26][C:25]3[C:20](=[CH:21][C:22]([O:28][CH2:31][C:30]([N:33]([CH3:37])[CH3:34])=[O:42])=[CH:23][CH:24]=3)[CH2:19]2)=[CH:13][CH:14]=1)[C:2]1[CH:7]=[CH:6][CH:5]=[CH:4][CH:3]=1 |f:5.6.7|. Reported procedure: To a stirred suspension of (1R)-1-(4-benzyloxyphenyl)-2-[((2S)-7-hydroxy-1,2,3,4-tetrahydronaphthalen-2-yl)amino]-ethanol (350 mg) and N,N-diisopropylethylamine (0.78 ml) in dichloromethane (3.6 ml) was added trifluoroacetic anhydride (0.38 ml) at -15° C. After reaction for 30 minutes, the reaction mixture was washed with water and dried over anhydrous magnesium sulfate, and the solvent was removed in vacuo. The resulting residue was dissolved in N,N-dimethylformamide (4.5 ml), and 2-bromo-N,N-d... Reactants: B(Br)(Br)Br (BBr3), FC=1C(=C(C(=O)OC2=CC=CC=C2)C(=CC1)OC)C (Phenyl 3-fluoro-6-methoxy-2-methylbenzoate), C(=O)(O)[O-].[Na+] (NaHCO3). Run in C(Cl)Cl (CH2Cl2), C(Cl)Cl (CH2Cl2). Run at temperature -78 celsius, time 74 minute. Yields the product FC=1C(=C(C(=O)OC2=CC=CC=C2)C(=CC1)O)C (Phenyl 3-fluoro-6-hydroxy-2-methylbenzoate). Isolated yield 102.0%. As a reaction SMILES: [F:1][C:2]1[C:3]([CH3:19])=[C:4]([C:14]([O:17]C)=[CH:15][CH:16]=1)[C:5]([O:7][C:8]1[CH:13]=[CH:12][CH:11]=[CH:10][CH:9]=1)=[O:6].B(Br)(Br)Br.C([O-])(O)=O.[Na+]>C(Cl)Cl>[F:1][C:2]1[C:3]([CH3:19])=[C:4]([C:14]([OH:17])=[CH:15][CH:16]=1)[C:5]([O:7][C:8]1[CH:13]=[CH:12][CH:11]=[CH:10][CH:9]=1)=[O:6] |f:2.3|. Procedure: A 30 L 4-neck flask equipped with mechanical stirrer, thermometer and gas inlet was charged with a solution of compound 62 (1140 g, 4.38 mol) in CH2Cl2 (15 L). The brown solution was cooled to −78° C. with dry ice acetone bath under small N2 flow. A solution of BBr3 in CH2Cl2 (4.5 L, 5.26 mol) was added to the reaction at −70˜−78° C. with stirring over 74 min. The reaction mixture was the allowed to warm to 20˜25° C. over 3 h and stirred at room temperature for 16 h. Saturated aqueous NaHCO3 was... Reactants: CS(=O)CSC (methyl methylsulfinylmethyl sulfide), [OH-].[Na+] (sodium hydroxide), O1C=C(C=C1)C=O (3-furaldehyde). The solvent is O (water). Run at temperature 80 celsius, time 30 minute. Yields the product O1C=C(C=C1)C=C(SC)S(=O)C (2-(3-furyl)-1-(methylsulfinyl)-1-(methylthio)ethylene). As a reaction SMILES: [CH3:1][S:2]([CH2:4][S:5][CH3:6])=[O:3].[OH-].[Na+].[O:9]1[CH:13]=[CH:12][C:11]([CH:14]=O)=[CH:10]1>O>[O:9]1[CH:13]=[CH:12][C:11]([CH:14]=[C:4]([S:2]([CH3:1])=[O:3])[S:5][CH3:6])=[CH:10]1 |f:1.2|. Procedure details: To 20 ml of methyl methylsulfinylmethyl sulfide, 1.34 g (33.5 mmol) of powdered sodium hydroxide was added, followed by stirring at 80° C. for 30 minutes. This mixture was added to 9.627 g (100.2 mmol) of 3-furaldehyde, followed by stirring at 80° C. for 3 hours. After this was cooled to room temperature, water was added, followed by 3 extractions with dichloromethane. The combined organic layer was dried over anhydrous magnesium sulfate; the solvent was distilled off under reduced pressure. The... Product: CC(=O)Cc1ccc(Cl)c(S(=O)(=O)N2CCN(C)CC2)c1. Reactants: CN1CCNCC1, CC(=O)Cc1ccc(Cl)c(S(=O)(=O)Cl)c1, [Na+], [Na+], O=C([O-])[O-], C1COCCO1. RXN SMILES: [CH3:22][N:23]1[CH2:24][CH2:25][NH:26][CH2:27][CH2:28]1.[Cl:1][c:2]1[c:3]([S:12](=[O:13])(=[O:14])[Cl:15])[cH:4][c:5]([CH2:8][C:9]([CH3:10])=[O:11])[cH:6][cH:7]1.[Na+:16].[Na+:17].[O-:18][C:19](=[O:20])[O-:21].[O:29]1[CH2:30][CH2:31][O:32][CH2:33][CH2:34]1>>[Cl:1][c:2]1[c:3]([S:12](=[O:13])(=[O:14])[N:26]2[CH2:25][CH2:24][N:23]([CH3:22])[CH2:28][CH2:27]2)[cH:4][c:5]([CH2:8][C:9]([CH3:10])=[O:11])[cH:6][cH:7]1. Starting materials: C(C1=CC=CC=C1)(=O)NN (benzhydrazide), ClCC(=O)Cl (chloroacetyl chloride), ClCC(=O)NN (chloroacetylhydrazine). The reagents and catalysts are C1(=CC=CC=C1)C(CCN1CCNCCC1)C1=CC=CC=C1 (1-(3,3-diphenyipropyl)homopiperazine). The solvent is CO.C(Cl)Cl (CH3OH CH2Cl2). Yields the product C(C1=CC=CC=C1)(=O)NNC(CCl)=O (1-Benzoyl-2-(chloroacetyl)hydrazine), 78. The yield is 51.0%. As a reaction SMILES: [C:1]([NH:9][NH2:10])(=[O:8])[C:2]1[CH:7]=[CH:6][CH:5]=[CH:4][CH:3]=1.[Cl:11][CH2:12][C:13](Cl)=[O:14].ClCC(NN)=O>C1(C(C2C=CC=CC=2)CCN2CCCNCC2)C=CC=CC=1.CO.C(Cl)Cl>[C:1]([NH:9][NH:10][C:13](=[O:14])[CH2:12][Cl:11])(=[O:8])[C:2]1[CH:7]=[CH:6][CH:5]=[CH:4][CH:3]=1 |f:4.5|. Procedure: 1-Benzoyl-2-(chloroacetyl)hydrazine (850 mg, 54%) was prepared from benzhydrazide (1.00 g, 7.34 mmol) and chloroacetyl chloride (0.58 mL, 7.34 mmol, 1 equiv) using general procedure. Compound No. 78 (300 mg, 51%) was prepared from 1-(3,3-diphenyipropyl)homopiperazine (100 mg, 0.34 mmol) and 1-benzoyl-2-(chloroacetylhydrazine (80 mg, 0.38 mmol) employing general alkylation procedure. TLC Rf=0.44 (10% CH3OH—CH2Cl2), RPLC tR=5.85 min (>85%), 220 nm (Method B): ESI/MS m/e 471.3 (M++H, C29H34N4O2).